From a dataset of the Open Reaction Database (ORD), a public repository of structured organic reaction records. describe an organic reaction: reactants, conditions, products, and yield Starting materials: CCOC(=O)C=CC1C(C(=O)OC(C)(C)C)C1(C)C, Cc1ccccc1, Cc1ccc(S(=O)(=O)O)cc1. Yields the product CCOC(=O)C=CC1C(C(=O)O)C1(C)C. As a reaction SMILES: [CH3:1][C:2]1([CH3:19])[CH:3]([C:12](=[O:13])[O:14][C:15]([CH3:16])([CH3:17])[CH3:18])[CH:4]1[CH:5]=[CH:6][C:7](=[O:8])[O:9][CH2:10][CH3:11].[CH3:31][c:32]1[cH:33][cH:34][cH:35][cH:36][cH:37]1.[c:20]1([CH3:21])[cH:22][cH:23][c:24]([S:25]([OH:26])(=[O:27])=[O:28])[cH:29][cH:30]1>>[CH3:1][C:2]1([CH3:19])[CH:3]([C:12](=[O:13])[OH:14])[CH:4]1[CH:5]=[CH:6][C:7](=[O:8])[O:9][CH2:10][CH3:11]. Reactants: C1(C=CC=CC=C1)C(C(C)=O)C(C)=O (3-cyclohepta-2,4,6-trien-1-ylpentane-2,4-dione), Cl.N(N)C1=CC=C(C=C1)CCO (2-(4-hydrazinophenyl)ethanol hydrochloride). Yields the product C1(C=CC=CC=C1)C=1C(=NN(C1C)C1=CC=C(C=C1)CCO)C (2-[4-(4-Cyclohepta-2,4,6-trien-1-yl-3,5-dimethyl-1H-pyrazol-1-yl)phenyl]ethanol). Reaction SMILES: [CH:1]1([CH:8]([C:12](=O)[CH3:13])[C:9](=O)[CH3:10])[CH:7]=[CH:6][CH:5]=[CH:4][CH:3]=[CH:2]1.Cl.[NH:16]([C:18]1[CH:23]=[CH:22][C:21]([CH2:24][CH2:25][OH:26])=[CH:20][CH:19]=1)[NH2:17]>>[CH:1]1([C:8]2[C:12]([CH3:13])=[N:17][N:16]([C:18]3[CH:19]=[CH:20][C:21]([CH2:24][CH2:25][OH:26])=[CH:22][CH:23]=3)[C:9]=2[CH3:10])[CH:7]=[CH:6][CH:5]=[CH:4][CH:3]=[CH:2]1 |f:1.2|. Procedure details: The title compound was prepared according to the procedure described in step 1 of Example 1 from 3-cyclohepta-2,4,6-trien-1-ylpentane-2,4-dione and 2-(4-hydrazinophenyl)ethanol hydrochloride: MS (EI) m/z 306 [M]+.